From a dataset of the Open Reaction Database (ORD), a public repository of structured organic reaction records. describe an organic reaction: reactants, conditions, products, and yield Reactants: BrC=1C=C2N(N=CC(=C2N[C@@H]2CN(C[C@@H]2OC)S(=O)(=O)C)C(=O)N)C1 (6-bromo-4-(((3R,4S)-4-methoxy-1-(methylsulfonyl)pyrrolidin-3-yl)amino)pyrrolo[1,2-b]pyridazine-3-carboxamide), COC1=CC=C(C=N1)B(O)O ((6-methoxypyridin-3-yl)boronic acid), CC(C)C1=CC(=C(C(=C1)C(C)C)C2=C(C=CC=C2)P(C3CCCCC3)C4CCCCC4)C(C)C (X-Phos), P(=O)([O-])([O-])[O-].[K+].[K+].[K+] (potassium phosphate). Solvent: O1CCOCC1 (1,4-dioxane). Conditions: temperature 100 celsius, time 25 minute. The product is CO[C@@H]1[C@@H](CN(C1)S(=O)(=O)C)NC=1C=2N(N=CC1C(=O)N)C=C(C2)C=2C=NC(=CC2)OC (4-((3R,4S)-4-methoxy-1-(methylsulfonyl)pyrrolidin-3-ylamino)-6-(6-methoxypyridin-3-yl)pyrrolo[1,2-b]pyridazine-3-carboxamide). Isolated yield 37.8%. RXN SMILES: Br[C:2]1[CH:3]=[C:4]2[C:9]([NH:10][C@H:11]3[C@@H:15]([O:16][CH3:17])[CH2:14][N:13]([S:18]([CH3:21])(=[O:20])=[O:19])[CH2:12]3)=[C:8]([C:22]([NH2:24])=[O:23])[CH:7]=[N:6][N:5]2[CH:25]=1.[CH3:26][O:27][C:28]1[N:33]=[CH:32][C:31](B(O)O)=[CH:30][CH:29]=1.CC(C1C=C(C(C)C)C(C2C=CC=CC=2P(C2CCCCC2)C2CCCCC2)=C(C(C)C)C=1)C.P([O-])([O-])([O-])=O.[K+].[K+].[K+]>O1CCOCC1>[CH3:17][O:16][C@H:15]1[CH2:14][N:13]([S:18]([CH3:21])(=[O:20])=[O:19])[CH2:12][C@H:11]1[NH:10][C:9]1[C:4]2[N:5]([CH:25]=[C:2]([C:31]3[CH:32]=[N:33][C:28]([O:27][CH3:26])=[CH:29][CH:30]=3)[CH:3]=2)[N:6]=[CH:7][C:8]=1[C:22]([NH2:24])=[O:23] |f:3.4.5.6|. Procedure details: A solution of 6-bromo-4-(((3R,4S)-4-methoxy-1-(methylsulfonyl)pyrrolidin-3-yl)amino)pyrrolo[1,2-b]pyridazine-3-carboxamide (10 mg, 0.023 mmol) in 1,4-dioxane (0.5 mL), was added (6-methoxypyridin-3-yl)boronic acid (3.54 mg, 0.023 mmol), X-Phos (0.85 mg, 1.16 μmol) and potassium phosphate (2M, 0.040 mL, 0.081 mmol). The mixture was heated at 100° C. for 3 h. The crude material was purified via preparative LC/MS with the following conditions: Column: Waters XBridge C18, 19×250 mm, 5-μm particles; ...